Dataset: the Open Reaction Database (ORD), a public repository of structured organic reaction records. Task: describe an organic reaction: reactants, conditions, products, and yield The reactants are COc1ccc(CSc2ccnc(Cl)c2)cc1, CC(C)(C)[O-], Cc1ccccc1, [Na+], CC(=O)[O-], CC(=O)[O-], [Pd+2], N=C(c1ccccc1)c1ccccc1. Product: COc1ccc(CSc2ccnc(N=C(c3ccccc3)c3ccccc3)c2)cc1. As a reaction SMILES: [CH3:1][O:2][c:3]1[cH:4][cH:5][c:6]([CH2:7][S:8][c:9]2[cH:10][c:11]([Cl:15])[n:12][cH:13][cH:14]2)[cH:16][cH:17]1.[CH3:32][C:33]([CH3:34])([O-:35])[CH3:36].[CH3:38][c:39]1[cH:40][cH:41][cH:42][cH:43][cH:44]1.[Na+:37].[O-:46][C:47]([CH3:48])=[O:49].[O-:50][C:51]([CH3:52])=[O:53].[Pd+2:45].[c:18]1([C:24](=[NH:25])[c:26]2[cH:27][cH:28][cH:29][cH:30][cH:31]2)[cH:19][cH:20][cH:21][cH:22][cH:23]1>>[CH3:1][O:2][c:3]1[cH:4][cH:5][c:6]([CH2:7][S:8][c:9]2[cH:10][c:11]([N:25]=[C:24]([c:18]3[cH:19][cH:20][cH:21][cH:22][cH:23]3)[c:26]3[cH:27][cH:28][cH:29][cH:30][cH:31]3)[n:12][cH:13][cH:14]2)[cH:16][cH:17]1. Reactants: CC(=O)[O-], CCO, COc1ccc(CN(Cc2ccc(OC)cc2)c2nc(C)nc(Cl)n2)cc1, OB(O)c1cc(Cl)cnc1F, [K+], O. Product: COc1ccc(CN(Cc2ccc(OC)cc2)c2nc(C)nc(-c3cc(Cl)cnc3F)n2)cc1. As a reaction SMILES: [CH3:40][C:41](=[O:42])[O-:43].[CH3:44][CH2:45][OH:46].[Cl:12][c:13]1[n:14][c:15]([N:20]([CH2:21][c:22]2[cH:23][cH:24][c:25]([O:28][CH3:29])[cH:26][cH:27]2)[CH2:30][c:31]2[cH:32][cH:33][c:34]([O:37][CH3:38])[cH:35][cH:36]2)[n:16][c:17]([CH3:19])[n:18]1.[Cl:1][c:2]1[cH:3][c:4]([B:9]([OH:10])[OH:11])[c:5]([F:8])[n:6][cH:7]1.[K+:39].[OH2:47]>>[Cl:1][c:2]1[cH:3][c:4](-[c:13]2[n:14][c:15]([N:20]([CH2:21][c:22]3[cH:23][cH:24][c:25]([O:28][CH3:29])[cH:26][cH:27]3)[CH2:30][c:31]3[cH:32][cH:33][c:34]([O:37][CH3:38])[cH:35][cH:36]3)[n:16][c:17]([CH3:19])[n:18]2)[c:5]([F:8])[n:6][cH:7]1. The reactants are ClC=1C2=C(C(NC1)=O)C(=NN2C2=C(C=CC=C2F)F)C2=CC=C(C=C2)N2CCSCC2 (7-chloro-1-(2,6-difluorophenyl)-3-(4-(thiomorpholin-4-yl)phenyl)-1,5-dihydro-4H-pyrazolo[4,3-c]pyridin-4-one), CO (methanol), OOS(=O)[O-].[K+] (Oxone). Solvent: O (water), O (water). Reaction conditions: temperature 80 celsius, time 16 hour. Yields the product ClC=1C2=C(C(NC1)=O)C(=NN2C2=C(C=CC=C2F)F)C2=CC=C(C=C2)N2CCS(CC2)(=O)=O (7-chloro-1-(2,6-difluorophenyl)-3-(4-(1,1-dioxidothiomorpholin-4-yl)phenyl)-1,5-dihydro-4H-pyrazolo[4,3-c]pyridin-4-one). Yield: 17.8%. RXN SMILES: [Cl:1][C:2]1[C:3]2[N:11]([C:12]3[C:17]([F:18])=[CH:16][CH:15]=[CH:14][C:13]=3[F:19])[N:10]=[C:9]([C:20]3[CH:25]=[CH:24][C:23]([N:26]4[CH2:31][CH2:30]S[CH2:28][CH2:27]4)=[CH:22][CH:21]=3)[C:4]=2[C:5](=[O:8])[NH:6][CH:7]=1.CO.O[O:35][S:36]([O-:38])=O.[K+]>O>[Cl:1][C:2]1[C:3]2[N:11]([C:12]3[C:17]([F:18])=[CH:16][CH:15]=[CH:14][C:13]=3[F:19])[N:10]=[C:9]([C:20]3[CH:25]=[CH:24][C:23]([N:26]4[CH2:31][CH2:30][S:36](=[O:38])(=[O:35])[CH2:28][CH2:27]4)=[CH:22][CH:21]=3)[C:4]=2[C:5](=[O:8])[NH:6][CH:7]=1 |f:2.3|. Procedure: To a mixture of 7-chloro-1-(2,6-difluorophenyl)-3-(4-(thiomorpholin-4-yl)phenyl)-1,5-dihydro-4H-pyrazolo[4,3-c]pyridin-4-one (30 mg) obtained in Example 236 in a mixed solvent of methanol (3 mL) and water (0.15 mL) was added Oxone (registered trademark) (80 mg) at room temperature. The reaction mixture was stirred at 80° C. for 16 hr. To the reaction mixture was added water, and the mixture was extracted with THF. The organic layer was washed with saturated brine, dried over anhydrous magnesium ... The reactants are C(C)OC(=O)C1N(C2=CC=CC=C2C1)C(=O)C1=C(C=2C=C(C=C3C2N(CCO3)C1=O)OC)O (2,3-dihydro-6-(2-ethoxycarbonyl-1-indolinylcarbonyl)-7-hydroxy-9-methoxy-5-oxo-5H-pyrido[1,2,3-de]-1,4-benzoxazine), [OH-].[Na+] (sodium hydroxide), C(C)O (ethanol). Solvent: O1CCCC1 (tetrahydrofuran). Conditions: time 2 hour. Product: C(=O)(O)C1N(C2=CC=CC=C2C1)C(=O)C1=C(C=2C=C(C=C3C2N(CCO3)C1=O)OC)O (2,3-dihydro-6-(2-carboxy-1-indolinylcarbonyl)-7-hydroxy-9-methoxy-5-oxo-5H-pyrido[1,2,3-de]-1,4-benzoxazine). The yield is 60.9%. As a reaction SMILES: C([O:3][C:4]([CH:6]1[CH2:14][C:13]2[C:8](=[CH:9][CH:10]=[CH:11][CH:12]=2)[N:7]1[C:15]([C:17]1[C:29](=[O:30])[N:25]2[CH2:26][CH2:27][O:28][C:23]3[C:24]2=[C:19]([CH:20]=[C:21]([O:31][CH3:32])[CH:22]=3)[C:18]=1[OH:33])=[O:16])=[O:5])C.[OH-].[Na+].C(O)C>O1CCCC1>[C:4]([CH:6]1[CH2:14][C:13]2[C:8](=[CH:9][CH:10]=[CH:11][CH:12]=2)[N:7]1[C:15]([C:17]1[C:29](=[O:30])[N:25]2[CH2:26][CH2:27][O:28][C:23]3[C:24]2=[C:19]([CH:20]=[C:21]([O:31][CH3:32])[CH:22]=3)[C:18]=1[OH:33])=[O:16])([OH:5])=[O:3] |f:1.2|. Reported procedure: A mixture of 2,3-dihydro-6-(2-ethoxycarbonyl-1-indolinylcarbonyl)-7-hydroxy-9-methoxy-5-oxo-5H-pyrido[1,2,3-de]-1,4-benzoxazine (2.8 g), 1N-sodium hydroxide (20 ml), ethanol (20 ml) and tetrahydrofuran (20 ml) was stirred for 2 hours at room temperature. The solvent was evaporated. The residue was dissolved in water and washed with ethyl acetate. The aqueous layer was acidified with hydrochloric acid to give precipitates, which were collected and washed with ethanol to afford crystals of 2,3-dih... Reported procedure: A 30-ml four-necked flask was equipped with a stirrer, a thermometer and a reflux condenser. 0.022 g (0.1 mmol) of palladium (II) acetate, 2.459 g (15 mmol) of sodium phosphate and 15 ml of toluene were weighed in the flask, followed by stirring. Further, 0.105 g (0.2 mmol) of tri-tert-butylphosphonium tetraphenylborate obtained in Example A-1 was weighed in air and added into the flask. The flask was purged with argon, followed by stirring at 25° C. for 30 minutes. 0.563 g (5 mmol) of chloroben... The product is C(C)OC(C(C1=CC=CC=C1)C#N)=O (ethyl-2-phenylcyanoacetate). As a reaction SMILES: P([O-])([O-])([O-])=O.[Na+].[Na+].[Na+].C1(C)C=CC=CC=1.Cl[C:17]1[CH:22]=[CH:21][CH:20]=[CH:19][CH:18]=1.[C:23]([CH2:25][C:26]([O:28][CH2:29][CH3:30])=[O:27])#[N:24]>C([O-])(=O)C.[Pd+2].C([O-])(=O)C.C1([B-](C2C=CC=CC=2)(C2C=CC=CC=2)C2C=CC=CC=2)C=CC=CC=1.C([PH+](C(C)(C)C)C(C)(C)C)(C)(C)C.O>[CH2:29]([O:28][C:26](=[O:27])[CH:25]([C:23]#[N:24])[C:17]1[CH:22]=[CH:21][CH:20]=[CH:19][CH:18]=1)[CH3:30] |f:0.1.2.3,7.8.9,10.11|. The yield is 53.0%. Run in O (water). The reactants are P(=O)([O-])([O-])[O-].[Na+].[Na+].[Na+] (sodium phosphate), C(#N)CC(=O)OCC (ethyl cyanoacetate), C1(=CC=CC=C1)C (toluene), ClC1=CC=CC=C1 (chlorobenzene). The reagents and catalysts are C(C)(=O)[O-].[Pd+2].C(C)(=O)[O-] (palladium (II) acetate), C1(=CC=CC=C1)[B-](C1=CC=CC=C1)(C1=CC=CC=C1)C1=CC=CC=C1.C(C)(C)(C)[PH+](C(C)(C)C)C(C)(C)C (tri-tert-butylphosphonium tetraphenylborate). The reactants are OC(=O)C(F)(F)F.N1CC(C1)NC(CNC1=NOC2=C1C=C(C=C2)C(F)(F)F)=O (N-Azetidin-3-yl-2-(5-trifluoromethyl-benzo[d]isoxazol-3-ylamino)-acetamide TFA salt), OC1(CCC(CC1)=O)C=1C=NC(=CC1)OC (4-hydroxy-4-(6-methoxy-pyridin-3-yl)-cyclohexanone). Yields the product OC1(CCC(CC1)N1CC(C1)NC(CNC1=NOC2=C1C=C(C=C2)C(F)(F)F)=O)C=2C=NC(=CC2)OC (N-{1-[4-Hydroxy-4-(6-methoxy-pyridin-3-yl)-cyclohexyl]-azetidin-3-yl}-2-(5-trifluoromethyl-benzo[d]isoxazol-3-ylamino)-acetamide). RXN SMILES: OC(C(F)(F)F)=O.[NH:8]1[CH2:11][CH:10]([NH:12][C:13](=[O:29])[CH2:14][NH:15][C:16]2[C:20]3[CH:21]=[C:22]([C:25]([F:28])([F:27])[F:26])[CH:23]=[CH:24][C:19]=3[O:18][N:17]=2)[CH2:9]1.[OH:30][C:31]1([C:38]2[CH:39]=[N:40][C:41]([O:44][CH3:45])=[CH:42][CH:43]=2)[CH2:36][CH2:35][C:34](=O)[CH2:33][CH2:32]1>>[OH:30][C:31]1([C:38]2[CH:39]=[N:40][C:41]([O:44][CH3:45])=[CH:42][CH:43]=2)[CH2:32][CH2:33][CH:34]([N:8]2[CH2:11][CH:10]([NH:12][C:13](=[O:29])[CH2:14][NH:15][C:16]3[C:20]4[CH:21]=[C:22]([C:25]([F:27])([F:26])[F:28])[CH:23]=[CH:24][C:19]=4[O:18][N:17]=3)[CH2:9]2)[CH2:35][CH2:36]1 |f:0.1|. Reported procedure: The title compound was prepared as a white solid from reaction of (N-Azetidin-3-yl-2-(5-trifluoromethyl-benzo[d]isoxazol-3-ylamino)-acetamide TFA salt (as prepared in Example 1, Step D) and 4-hydroxy-4-(6-methoxy-pyridin-3-yl)-cyclohexanone, using the procedure described in Step E of Example 1. The reactants are ClCCCN1C=CC2=CC=C(C=C12)[N+](=O)[O-] (1-(3-Chloropropyl)-6-nitro-1H-indole), C(=O)([O-])[O-].[K+].[K+] (K2CO3), N1CCOCC1 (morpholine). Run in CC#N (CH3CN). The product is N1(CCOCC1)CCCN1C=CC2=CC=C(C=C12)[N+](=O)[O-] (1-(3-Morpholin-4-yl-propyl)-6-nitro-1H-indole). Isolated yield 100.1%. Reaction SMILES: Cl[CH2:2][CH2:3][CH2:4][N:5]1[C:13]2[C:8](=[CH:9][CH:10]=[C:11]([N+:14]([O-:16])=[O:15])[CH:12]=2)[CH:7]=[CH:6]1.C([O-])([O-])=O.[K+].[K+].[NH:23]1[CH2:28][CH2:27][O:26][CH2:25][CH2:24]1>CC#N>[N:23]1([CH2:2][CH2:3][CH2:4][N:5]2[C:13]3[C:8](=[CH:9][CH:10]=[C:11]([N+:14]([O-:16])=[O:15])[CH:12]=3)[CH:7]=[CH:6]2)[CH2:28][CH2:27][O:26][CH2:25][CH2:24]1 |f:1.2.3|. Reported procedure: A solution of compound 148 (2.35 g, 9.845 mmol) in dry CH3CN (40 mL) was treated with K2CO3 (13.6 g, 98.458 mmol), KI (16.3 g, 98.458 mmol) and morpholine (8.58 mL, 98.458 mmol) at room temperature. The resulting mixture was refluxed for overnight (15 h). The reaction was brought to room temperature and the solvent was evaporated. The mixture was diluted with water (100 mL) and extracted with ethyl acetate (2×50 mL). The combined ethyl acetate layer was washed with water (25 mL), brine (20 mL) a... The reactants are O=C1CCC(=O)N1Br, CCCCCC, CON=C(C#N)c1ccccc1C, CC(C)(C#N)N=NC(C)(C)C#N, c1ccccc1. Yields the product CON=C(C#N)c1ccccc1CBr. RXN SMILES: [Br:20][N:21]1[C:22](=[O:23])[CH2:24][CH2:25][C:26]1=[O:27].[CH3:40][CH2:41][CH2:42][CH2:43][CH2:44][CH3:45].[CH3:7][O:8][N:9]=[C:10]([C:11]#[N:12])[c:13]1[c:14]([CH3:19])[cH:15][cH:16][cH:17][cH:18]1.[N:28]([C:29]([CH3:30])([CH3:31])[C:32]#[N:33])=[N:34][C:35]([CH3:36])([CH3:37])[C:38]#[N:39].[cH:1]1[cH:2][cH:3][cH:4][cH:5][cH:6]1>>[CH3:7][O:8][N:9]=[C:10]([C:11]#[N:12])[c:13]1[c:14]([CH2:19][Br:20])[cH:15][cH:16][cH:17][cH:18]1. The reactants are Cl (hydrochloric acid), Cl (hydrochloric acid), C(CCCC)OC1=CC=C(C=C1)C1=CC(=NO1)C1=CC=C(C(=O)[O-])C=C1.[K+] (potassium 4-[5-(4-pentyloxyphenyl)isoxazol-3-yl]benzoate), O1CCCC1 (tetrahydrofuran), glass-lined. Solvent: O (water), O (water). Conditions: temperature 50 celsius. Yields the product C(CCCC)OC1=CC=C(C=C1)C1=CC(=NO1)C1=CC=C(C(=O)O)C=C1 (4-[5-(4-pentyloxyphenyl)isoxazol-3-yl]benzoic acid). RXN SMILES: [CH2:1]([O:6][C:7]1[CH:12]=[CH:11][C:10]([C:13]2[O:17][N:16]=[C:15]([C:18]3[CH:26]=[CH:25][C:21]([C:22]([O-:24])=[O:23])=[CH:20][CH:19]=3)[CH:14]=2)=[CH:9][CH:8]=1)[CH2:2][CH2:3][CH2:4][CH3:5].[K+].O1CCCC1.Cl>O>[CH2:1]([O:6][C:7]1[CH:8]=[CH:9][C:10]([C:13]2[O:17][N:16]=[C:15]([C:18]3[CH:19]=[CH:20][C:21]([C:22]([OH:24])=[O:23])=[CH:25][CH:26]=3)[CH:14]=2)=[CH:11][CH:12]=1)[CH2:2][CH2:3][CH2:4][CH3:5] |f:0.1|. Procedure: The pure potassium 4-[5-(4-pentyloxyphenyl)isoxazol-3-yl]benzoate obtained in Example 2, tetrahydrofuran (131 L) and water (131 L) were put into a 1000 L glass-lined reaction chamber, heated to 45 to 55° C., and 1N hydrochloric acid (82 L) was added to this reaction mixture for 20 or more minutes. Furthermore, water (607 L) was added to the reaction mixture for 30 or more minutes at the same temperature. This reaction mixture was cooled to 25 to 35° C. and its pH was adjusted to 3 or less with 6... Reactants: OC1=CC(=NC2=CC(=C(C=C12)C)C)C(=O)O (4-Hydroxy-6,7-dimethyl-quinoline-2-carboxylic acid), C(CCC)OC(=O)N1CCN(CC1)C(CN)=O (4-(2-Amino-acetyl)-piperazine-1-carboxylic acid butyl ester), C=1C=CC2=C(C1)N=NN2O (HOBT), C(CCl)Cl (EDC). The solvent is CN(C)C=O (DMF), O (water). Conditions: time 4 hour. Yields the product C(CCC)OC(=O)N1CCN(CC1)C(CNC(=O)C1=NC2=CC(=C(C=C2C(=C1)O)C)C)=O (4-{2-[(4-Hydroxy-6,7-dimethyl-quinoline-2-carbonyl)-amino]-acetyl}-piperazine-1-carboxylic acid butyl ester). Reaction SMILES: [OH:1][C:2]1[C:11]2[C:6](=[CH:7][C:8]([CH3:13])=[C:9]([CH3:12])[CH:10]=2)[N:5]=[C:4]([C:14]([OH:16])=O)[CH:3]=1.[CH2:17]([O:21][C:22]([N:24]1[CH2:29][CH2:28][N:27]([C:30](=[O:33])[CH2:31][NH2:32])[CH2:26][CH2:25]1)=[O:23])[CH2:18][CH2:19][CH3:20].C1C=CC2N(O)N=NC=2C=1.C(Cl)CCl>CN(C=O)C.O>[CH2:17]([O:21][C:22]([N:24]1[CH2:25][CH2:26][N:27]([C:30](=[O:33])[CH2:31][NH:32][C:14]([C:4]2[CH:3]=[C:2]([OH:1])[C:11]3[C:6](=[CH:7][C:8]([CH3:13])=[C:9]([CH3:12])[CH:10]=3)[N:5]=2)=[O:16])[CH2:28][CH2:29]1)=[O:23])[CH2:18][CH2:19][CH3:20]. Procedure details: To a solution of 100 mg of 4-Hydroxy-6,7-dimethyl-quinoline-2-carboxylic acid and 164 mg of 4-(2-Amino-acetyl)-piperazine-1-carboxylic acid butyl ester in 1 ml of DMF, 70 mg of HOBT and 88 mg of EDC was added and the reaction mixture was stirred for 4 h at RT. Then, the reaction mixture was diluted with water and filtered through a chem Elut® cartridge by eluting with ethyl acetate. The solvents were removed under reduced pressure and the isolated crude product was pure enough for the next react...